From a dataset of the Open Reaction Database (ORD), a public repository of structured organic reaction records. describe an organic reaction: reactants, conditions, products, and yield The reactants are ClC1=NC2=CC=CC=C2C=N1 (2-chloroquinazoline), N1CCNCCC1 ([1.4]diazepan). Run in ClCCl.C(C)O.N (dichloromethane ethanol ammonia). Run at temperature 140 celsius, time 1 hour. Yields the product N1(CCNCCC1)C1=NC2=CC=CC=C2C=N1 (2-[1.4]diazepan-1-yl-quinazoline). RXN SMILES: Cl[C:2]1[N:11]=[CH:10][C:9]2[C:4](=[CH:5][CH:6]=[CH:7][CH:8]=2)[N:3]=1.[NH:12]1[CH2:18][CH2:17][CH2:16][NH:15][CH2:14][CH2:13]1>ClCCl.C(O)C.N>[N:12]1([C:2]2[N:11]=[CH:10][C:9]3[C:4](=[CH:5][CH:6]=[CH:7][CH:8]=3)[N:3]=2)[CH2:18][CH2:17][CH2:16][NH:15][CH2:14][CH2:13]1 |f:2.3.4|. Procedure details: A reaction mixture of 2 g (12.1 mmol) of 2-chloroquinazoline and 3.65 g (36.45 mmol) of [1.4]diazepan is stirred for one hour at 140° C. The cooled reaction mixture is dissolved in dichloromethane/ethanol/ammonia. The product is purified by column chromatography on silica gel (eluant: dichloromethane/ethanol/ammonia=35:1:0.1). The reactants are Cc1ccccc1, [Cl-], O=C(c1ccccc1)c1ccc(Cl)c([N+](=O)[O-])c1, [Fe], [NH4+]. The product is Nc1cc(C(=O)c2ccccc2)ccc1Cl. RXN SMILES: [CH3:22][c:23]1[cH:24][cH:25][cH:26][cH:27][cH:28]1.[Cl-:1].[Cl:3][c:4]1[c:5]([N+:18]([O-:19])=[O:20])[cH:6][c:7]([C:10](=[O:11])[c:12]2[cH:13][cH:14][cH:15][cH:16][cH:17]2)[cH:8][cH:9]1.[Fe:21].[NH4+:2]>>[Cl:3][c:4]1[c:5]([NH2:18])[cH:6][c:7]([C:10](=[O:11])[c:12]2[cH:13][cH:14][cH:15][cH:16][cH:17]2)[cH:8][cH:9]1. Yields the product Cc1nc(-c2ccc(-n3cnn(C(C)C(O)(Cn4cncn4)c4ccc(F)cc4F)c3=O)cc2)co1. RXN SMILES: [C:37](=[O:38])([O-:39])[O-:40].[CH3:19][c:20]1[o:21][cH:22][c:23](-[c:25]2[cH:26][cH:27][c:28](-[n:31]3[c:32](=[O:36])[nH:33][n:34][cH:35]3)[cH:29][cH:30]2)[n:24]1.[CH3:43][N:44]1[CH2:45][CH2:46][CH2:47][C:48]1=[O:49].[CH3:50][CH2:51][O:52][C:53](=[O:54])[CH3:55].[F:1][c:2]1[c:3]([C:9]2([CH2:13][n:14]3[n:15][cH:16][n:17][cH:18]3)[O:10][CH:11]2[CH3:12])[cH:4][cH:5][c:6]([F:8])[cH:7]1.[K+:41].[K+:42].[OH2:56]>>[F:1][c:2]1[c:3]([C:9]([OH:10])([CH:11]([CH3:12])[n:33]2[c:32](=[O:36])[n:31](-[c:28]3[cH:27][cH:26][c:25](-[c:23]4[cH:22][o:21][c:20]([CH3:19])[n:24]4)[cH:30][cH:29]3)[cH:35][n:34]2)[CH2:13][n:14]2[n:15][cH:16][n:17][cH:18]2)[cH:4][cH:5][c:6]([F:8])[cH:7]1. Starting materials: O=C([O-])[O-], Cc1nc(-c2ccc(-n3cn[nH]c3=O)cc2)co1, CN1CCCC1=O, CCOC(C)=O, CC1OC1(Cn1cncn1)c1ccc(F)cc1F, [K+], [K+], O.